Dataset: the Open Reaction Database (ORD), a public repository of structured organic reaction records. Task: describe an organic reaction: reactants, conditions, products, and yield Starting materials: C(=O)C=1N=CN(C1)C(C1=CC=CC=C1)(C1=CC=CC=C1)C1=CC=CC=C1 (4-formyl-1-trityl-1H-imidazole), C(CCC)[Li] (n-Butyl-lithium), BrC1=CC2=C(C=3CCCOC3C=C2)C=C1 (8-bromo-2,3-dihydro-1H-benzo[f]chromene), [Cl-].[NH4+] (ammonium chloride). Run in C1CCOC1 (THF), CCCCCC (hexane), C1CCOC1 (THF). Conditions: time 30 minute. Yields the product C1CCOC=2C=CC3=C(C12)C=CC(=C3)C(C(C)C)(O)C=3N=CNC3 (1-(2,3-Dihydro-1H-benzo[f]chromen-8-yl)-1-(1H-imidazol-4-yl)-2-methyl-1-propanol). RXN SMILES: [CH2:1]([Li])[CH2:2][CH2:3]C.Br[C:7]1[CH:20]=[CH:19][C:10]2[C:11]3[CH2:12][CH2:13][CH2:14][O:15][C:16]=3[CH:17]=[CH:18][C:9]=2[CH:8]=1.[CH:21]([C:23]1[N:24]=[CH:25][N:26](C(C2C=CC=CC=2)(C2C=CC=CC=2)C2C=CC=CC=2)[CH:27]=1)=[O:22].[Cl-].[NH4+]>CCCCCC.C1COCC1>[CH2:12]1[C:11]2[C:10]3[CH:19]=[CH:20][C:7]([C:21]([C:23]4[N:24]=[CH:25][NH:26][CH:27]=4)([OH:22])[CH:2]([CH3:3])[CH3:1])=[CH:8][C:9]=3[CH:18]=[CH:17][C:16]=2[O:15][CH2:14][CH2:13]1 |f:3.4|. Reported procedure: n-Butyl-lithium in hexane (1.6M; 41 mL) was added to a solution of 8-bromo-2,3-dihydro-1H-benzo[f]chromene (13.35 g) in THF (250 ml) at −78° C. and stirred at the same temperature for 30 min. A solution of 4-formyl-1-trityl-1H-imidazole (16.83 g) in THF (150 ml) was added to the mixture and the whole was allowed to room temperature. Aqueous ammonium chloride solution was added to the mixture and extracted with ethyl acetate. The organic layer was washed with brine, dried and concentrated. The re... The reactants are Cl.Cl.C(CC)OC([C@@H](N)CCCCN)=O (L-lysine n-propyl ester dihydrochloride), [OH-].[Na+] (sodium hydroxide). The solvent is CO (methanol). Reaction conditions: temperature 110 celsius. Yields the product N[C@@H](CCCCN)C(=O)O (L-lysine). As a reaction SMILES: Cl.Cl.C([O:6][C:7](=[O:15])[C@H:8]([CH2:10][CH2:11][CH2:12][CH2:13][NH2:14])[NH2:9])CC.[OH-].[Na+]>CO>[NH2:9][C@H:8]([C:7]([OH:15])=[O:6])[CH2:10][CH2:11][CH2:12][CH2:13][NH2:14] |f:0.1.2,3.4|. Procedure: 2.62 Grams (10 mmol) of L-lysine n-propyl ester dihydrochloride was dissolved in 2 ml of methanol, and 5 ml of 2 N aqueous sodium hydroxide solution was added thereto to prepare a treating agent solution. An untreated cotton cloth (160 mm×170 mm, 5.0 g) was allowed to uniformly absorb the total amount of the above treating agent solution and then air-dried for an hour and 15 minutes at room temperature. The dried cloth was heat-treated for 20 minutes at 140° C. in a batch type hot air oven (“IPH... Starting materials: CN(CCCNC)C (N1,N1,N3-trimethylpropane-1,3-diamine), C(=O)([O-])[O-].[K+].[K+] (K2CO3), [N+](=O)([O-])C=1C(=NC=C(C1)C(F)(F)F)O (3-nitro-5-(trifluoromethyl)pyridin-2-ol), C(C(=O)Cl)(=O)Cl (oxalyl chloride), crude material. Reagents/catalysts: CN(C)C=O (DMF). The solvent is C(Cl)(Cl)Cl (CHCl3). Run at temperature 90 celsius. Yields the product CN(CCCN(C1=NC=C(C=C1[N+](=O)[O-])C(F)(F)F)C)C (N-(3-(dimethylamino)propyl)-N-methyl-3-nitro-5-(trifluoromethyl)pyridin-2-amine). As a reaction SMILES: [N+:1]([C:4]1[C:5](O)=[N:6][CH:7]=[C:8]([C:10]([F:13])([F:12])[F:11])[CH:9]=1)([O-:3])=[O:2].C(Cl)(=O)C(Cl)=O.[CH3:21][N:22]([CH3:28])[CH2:23][CH2:24][CH2:25][NH:26][CH3:27].C([O-])([O-])=O.[K+].[K+]>CN(C=O)C.C(Cl)(Cl)Cl>[CH3:21][N:22]([CH3:28])[CH2:23][CH2:24][CH2:25][N:26]([CH3:27])[C:5]1[C:4]([N+:1]([O-:3])=[O:2])=[CH:9][C:8]([C:10]([F:13])([F:12])[F:11])=[CH:7][N:6]=1 |f:3.4.5|. Reported procedure: A solution of 3-nitro-5-(trifluoromethyl)pyridin-2-ol (500 mg, 2.4 mmol), CHCl3 (25 mL), oxalyl chloride (0.42 mL, 4.8 mmol) and DMF (1 drop) was allowed to reflux for 16 h. Once consumption of starting material was complete the reaction was concentrated under reduced pressure. A portion of the crude material (182 mg, 0.8 mmol) was removed and added to a mixture of N1,N1,N3-trimethylpropane-1,3-diamine (0.13 mL, 0.88 mmol), K2CO3 (221 mg, 1.6 mmol) and heated at 90° C. for 10 min. The mixture wa... Starting materials: C(C)N1N=CC=2C1=NC1=CC=CC=C1C2Cl (1-ethyl-4-chloro-1H-pyrazolo[3,4-b]quinoline), N1(CCOCC1)CCOC1=CC=C(C=C1)CN (4-[2-(4-morpholinyl)ethoxy]phenylmethylamine), CS(=O)C (DMSO), C(C)N1N=CC=2C1=NC1=CC=CC=C1C2Cl (1-ethyl-4-chloro-1H-pyrazolo[3,4-b]quinoline). The solvent is O (water). The product is C(C)N1N=CC=2C1=NC1=CC=CC=C1C2NCC2=CC=C(C=C2)OCCN2CCOCC2 (1-ethyl-N-[4-[2-(4-morpholinyl) ethoxy]phenylmethyl]-1H-pyrazolo[3,4-b]quinolin-4-amine). Isolated yield 77.2%. RXN SMILES: [CH2:1]([N:3]1[C:7]2=[N:8][C:9]3[C:14]([C:15](Cl)=[C:6]2[CH:5]=[N:4]1)=[CH:13][CH:12]=[CH:11][CH:10]=3)[CH3:2].[N:17]1([CH2:23][CH2:24][O:25][C:26]2[CH:31]=[CH:30][C:29]([CH2:32][NH2:33])=[CH:28][CH:27]=2)[CH2:22][CH2:21][O:20][CH2:19][CH2:18]1.CS(C)=O>O>[CH2:1]([N:3]1[C:7]2=[N:8][C:9]3[C:14]([C:15]([NH:33][CH2:32][C:29]4[CH:28]=[CH:27][C:26]([O:25][CH2:24][CH2:23][N:17]5[CH2:22][CH2:21][O:20][CH2:19][CH2:18]5)=[CH:31][CH:30]=4)=[C:6]2[CH:5]=[N:4]1)=[CH:13][CH:12]=[CH:11][CH:10]=3)[CH3:2]. Reported procedure: A mixture of 1-ethyl-4-chloro-1H-pyrazolo[3,4-b]quinoline (0.7 g, 3 mmol), 4-[2-(4-morpholinyl)ethoxy]phenylmethylamine (0.75 g, 3.2 mmol) and DMSO (3 mL) was heated on a steam bath for 8 hours. Additional 1-ethyl-4-chloro-1H-pyrazolo[3,4-b]quinoline (0.7 g, 3 mmol) was then added and the reaction mixture was heated on a steam bath for another 4 hours. The reaction mixture was cooled to room temperature and then was poured into water. The mixture was extracted with CH2Cl2 (3×100 mL) and then CH2... Starting materials: CCOC(=O)c1ccc2c3ccccc3n(Cc3ccccc3)c2c1C, CC(C)C[Al+]CC(C)C, ClCCl, CCCCCC, [H-], [Na+], [OH-], O. Yields the product Cc1c(C=O)ccc2c3ccccc3n(Cc3ccccc3)c12. Reaction SMILES: [CH2:11]([c:12]1[cH:13][cH:14][cH:15][cH:16][cH:17]1)[n:18]1[c:19]2[cH:20][cH:21][cH:22][cH:23][c:24]2[c:25]2[cH:26][cH:27][c:28]([C:32](=[O:33])[O:34][CH2:35][CH3:36])[c:29]([CH3:31])[c:30]12.[CH2:2]([Al+:3][CH2:4][CH:5]([CH3:6])[CH3:7])[CH:8]([CH3:9])[CH3:10].[CH2:46]([Cl:47])[Cl:48].[CH3:40][CH2:41][CH2:42][CH2:43][CH2:44][CH3:45].[H-:1].[Na+:39].[OH-:38].[OH2:37]>>[CH2:11]([c:12]1[cH:13][cH:14][cH:15][cH:16][cH:17]1)[n:18]1[c:19]2[cH:20][cH:21][cH:22][cH:23][c:24]2[c:25]2[cH:26][cH:27][c:28]([CH:32]=[O:33])[c:29]([CH3:31])[c:30]12. The reactants are [Cl-].[Na+] (sodium chloride), NC1CC(NC(C1)(C)C)(C)C (4-amino-2,2,6,6-tetramethylpiperidine), C(C)(=O)OC(C)=O (acetic anhydride). Solvent: C1(=CC=CC=C1)C (toluene), C1(=CC=CC=C1)C (toluene), C1(=CC=CC=C1)C (toluene). Run at time 30 minute. The product is CC1(NC(CC(C1)NC(C)=O)(C)C)C (N-(2,2,6,6-Tetramethylpiperidin-4-yl)acetamide). Isolated yield 874.6%. RXN SMILES: [NH2:1][CH:2]1[CH2:7][C:6]([CH3:9])([CH3:8])[NH:5][C:4]([CH3:11])([CH3:10])[CH2:3]1.[C:12](OC(=O)C)(=[O:14])[CH3:13].[Cl-].[Na+]>C1(C)C=CC=CC=1>[CH3:8][C:6]1([CH3:9])[CH2:7][CH:2]([NH:1][C:12](=[O:14])[CH3:13])[CH2:3][C:4]([CH3:11])([CH3:10])[NH:5]1 |f:2.3|. Procedure: A solution of 100.0 grams (64 mmol) of 4-amino-2,2,6,6-tetramethylpiperidine in 150 ml of toluene and a solution of 65.4 grams (64 mmol) of acetic anhydride in 175 ml of toluene are simultaneously added over a 45-minute period to a flask containing 150 ml of toluene. The reaction temperature is maintained at 25°-35° C. by using an ice water bath. The reaction mixture is stirred for 30 minutes after the addition is complete. Solids are separated by filtration, washed with ether and dissolved in 5...